describe an organic reaction: reactants, conditions, products, and yield From a dataset of the Open Reaction Database (ORD), a public repository of structured organic reaction records. The reactants are CC(C)(C)OC(=O)N1CCN(c2ccccc2NS(C)(=O)=O)CC1, CC(C)(C)OC(=O)N1Cc2ccccc2CC1C(=O)NC(Cc1ccc(Cl)cc1)C(=O)N1CCN(c2ccccc2N)CC1, O=S(=O)(Cl)Cc1ccccc1, c1ccncc1. Yields the product CC(C)(C)OC(=O)N1Cc2ccccc2CC1C(=O)NC(Cc1ccc(Cl)cc1)C(=O)N1CCN(c2ccccc2NS(=O)(=O)Cc2ccccc2)CC1. Reaction SMILES: [CH3:1][S:2]([NH:3][c:4]1[cH:5][cH:6][cH:7][cH:8][c:9]1[N:10]1[CH2:11][CH2:12][N:13]([C:14]([O:15][C:16]([CH3:17])([CH3:18])[CH3:19])=[O:20])[CH2:21][CH2:22]1)(=[O:23])=[O:24].[NH2:25][c:26]1[c:27]([N:32]2[CH2:33][CH2:34][N:35]([C:38]([CH:39]([CH2:40][c:41]3[cH:42][cH:43][c:44]([Cl:47])[cH:45][cH:46]3)[NH:48][C:49](=[O:50])[CH:51]3[N:52]([C:61](=[O:62])[O:63][C:64]([CH3:65])([CH3:66])[CH3:67])[CH2:53][c:54]4[cH:55][cH:56][cH:57][cH:58][c:59]4[CH2:60]3)=[O:68])[CH2:36][CH2:37]2)[cH:28][cH:29][cH:30][cH:31]1.[c:75]1([CH2:81][S:82](=[O:83])(=[O:84])[Cl:85])[cH:76][cH:77][cH:78][cH:79][cH:80]1.[cH:69]1[cH:70][cH:71][n:72][cH:73][cH:74]1>>[NH:25]([c:26]1[c:27]([N:32]2[CH2:33][CH2:34][N:35]([C:38]([CH:39]([CH2:40][c:41]3[cH:42][cH:43][c:44]([Cl:47])[cH:45][cH:46]3)[NH:48][C:49](=[O:50])[CH:51]3[N:52]([C:61](=[O:62])[O:63][C:64]([CH3:65])([CH3:66])[CH3:67])[CH2:53][c:54]4[cH:55][cH:56][cH:57][cH:58][c:59]4[CH2:60]3)=[O:68])[CH2:36][CH2:37]2)[cH:28][cH:29][cH:30][cH:31]1)[S:82]([CH2:81][c:75]1[cH:76][cH:77][cH:78][cH:79][cH:80]1)(=[O:83])=[O:84]. Starting materials: O=C(O)CBr, C1CCOC1, CCOC(C)=O, [Na+], O=C([O-])O, COc1ccc2sc(C(N)=O)c(S)c2c1. Product: COc1ccc2sc(C(N)=O)c(SCC(=O)O)c2c1. RXN SMILES: [Br:1][CH2:2][C:3](=[O:4])[OH:5].[CH2:26]1[O:27][CH2:28][CH2:29][CH2:30]1.[CH3:31][CH2:32][O:33][C:34](=[O:35])[CH3:36].[Na+:25].[O-:21][C:22]([OH:23])=[O:24].[SH:6][c:7]1[c:8]2[c:9]([s:10][c:11]1[C:12](=[O:13])[NH2:14])[cH:15][cH:16][c:17]([O:19][CH3:20])[cH:18]2>>[CH2:2]([C:3](=[O:4])[OH:5])[S:6][c:7]1[c:8]2[c:9]([s:10][c:11]1[C:12](=[O:13])[NH2:14])[cH:15][cH:16][c:17]([O:19][CH3:20])[cH:18]2. Procedure: tert-Butyl(3aR,4S,6aS)-octahydrocyclopenta[c]pyrrol-4-ylcarbamate from Example 252 Step B (50.3 mg, 0.222 mmol), tris(dibenzylidineacetone)dipalladium(0) (4.07 mg, 4.45 μmol), 2,2′-bis(diphenylphosphino)-1,1′-binaphthyl (8.30 mg, 0.013 mmol), potassium phosphate, tribasic (54.2 mg, 0.311 mmol) and 1-bromo-3-(trifluoromethyl)benzene (0.032 mL, 0.233 mmol) were combined in toluene (2 mL) and put under nitrogen. The reaction mixture was heated at 80° C. overnight. The reaction was quenched with wat... Reaction SMILES: [CH2:1]1[C@H:5]2[CH2:6][CH2:7][C@H:8]([NH:9][C:10](=[O:16])[O:11][C:12]([CH3:15])([CH3:14])[CH3:13])[C@H:4]2[CH2:3][NH:2]1.C1(P(C2C=CC=CC=2)C2C=CC3C(=CC=CC=3)C=2C2C3C(=CC=CC=3)C=CC=2P(C2C=CC=CC=2)C2C=CC=CC=2)C=CC=CC=1.P([O-])([O-])([O-])=O.[K+].[K+].[K+].Br[C:72]1[CH:77]=[CH:76][CH:75]=[C:74]([C:78]([F:81])([F:80])[F:79])[CH:73]=1>C1(C)C=CC=CC=1>[F:79][C:78]([F:81])([F:80])[C:74]1[CH:73]=[C:72]([N:2]2[CH2:3][C@@H:4]3[C@@H:8]([NH:9][C:10](=[O:16])[O:11][C:12]([CH3:13])([CH3:15])[CH3:14])[CH2:7][CH2:6][C@@H:5]3[CH2:1]2)[CH:77]=[CH:76][CH:75]=1 |f:2.3.4.5|. Conditions: temperature 80 celsius. Yields the product FC(C=1C=C(C=CC1)N1C[C@@H]2[C@H](C1)[C@H](CC2)NC(OC(C)(C)C)=O)(F)F (tert-butyl(3aR,4S,6aS)-2-(3-(trifluoromethyl)phenyl)octahydrocyclopenta[c]pyrrol-4-ylcarbamate). Starting materials: C1NC[C@H]2[C@@H]1CC[C@@H]2NC(OC(C)(C)C)=O (tert-butyl(3aR,4S,6aS)-octahydrocyclopenta[c]pyrrol-4-ylcarbamate), P(=O)([O-])([O-])[O-].[K+].[K+].[K+] (potassium phosphate), BrC1=CC(=CC=C1)C(F)(F)F (1-bromo-3-(trifluoromethyl)benzene), tris(dibenzylidineacetone)dipalladium(0), C1(=CC=CC=C1)P(C1=C(C2=CC=CC=C2C=C1)C1=C(C=CC2=CC=CC=C12)P(C1=CC=CC=C1)C1=CC=CC=C1)C1=CC=CC=C1 (2,2′-bis(diphenylphosphino)-1,1′-binaphthyl). Run in C1(=CC=CC=C1)C (toluene). Reactants: C(CC)N(CCC)CC(=O)O[C@@H]1[C@@H]2[C@]3(CC[C@@H](C[C@@H]3CC[C@H]2[C@@H]2CC[C@H](C(C)=O)[C@]2(C1)C)O)C (11β-N,N-Dipropylaminoacetoxy-3β-hydroxy-5α-pregnan-20-one), C1(=CC=CC=C1)P(C1=CC=CC=C1)C1=CC=CC=C1 (triphenylphosphine), C(=O)O (formic acid), CCOC(=O)/N=N/C(=O)OCC (diethylazodicarboxylate). The reagents and catalysts are reagent. The solvent is O1CCCC1 (tetrahydrofuran). Product: C(CC)N(CCC)CC(=O)O[C@@H]1[C@@H]2[C@]3(CC[C@H](C[C@@H]3CC[C@H]2[C@@H]2CC[C@H](C(C)=O)[C@]2(C1)C)OC=O)C (11β-N,N-dipropylaminoacetoxy-3α-formyloxy-5α-pregnan-20-one). As a reaction SMILES: [CH2:1]([N:4]([CH2:8][C:9]([O:11][C@H:12]1[CH2:31][C@@:30]2([CH3:32])[C@@H:23]([CH2:24][CH2:25][C@@H:26]2[C:27](=[O:29])[CH3:28])[C@H:22]2[C@H:13]1[C@:14]1([CH3:34])[C@@H:19]([CH2:20][CH2:21]2)[CH2:18][C@@H:17]([OH:33])[CH2:16][CH2:15]1)=[O:10])[CH2:5][CH2:6][CH3:7])[CH2:2][CH3:3].C1(P(C2C=CC=CC=2)C2C=CC=CC=2)C=CC=CC=1.[CH:54](O)=[O:55].CCOC(/N=N/C(OCC)=O)=O>O1CCCC1>[CH2:1]([N:4]([CH2:8][C:9]([O:11][C@H:12]1[CH2:31][C@@:30]2([CH3:32])[C@@H:23]([CH2:24][CH2:25][C@@H:26]2[C:27](=[O:29])[CH3:28])[C@H:22]2[C@H:13]1[C@:14]1([CH3:34])[C@@H:19]([CH2:20][CH2:21]2)[CH2:18][C@H:17]([O:33][CH:54]=[O:55])[CH2:16][CH2:15]1)=[O:10])[CH2:5][CH2:6][CH3:7])[CH2:2][CH3:3]. Reported procedure: 11β-N,N-Dipropylaminoacetoxy-3β-hydroxy-5α-pregnan-20-one (110 mg) was stirred with triphenylphosphine (364 mg) and formic acid (0.1 ml) in tetrahydrofuran (5 ml.) and diethylazodicarboxylate (240 mg) added. Further reagent (5 drops) was added until a good yellow colour persisted. After 16 hours the mixture was concentrated and filtered through silica gel (20 g) in ethyl acetate: petroleum ether (1:1). Evaporation of the eluate gave a residue which was purified by preparative TLC (ethyl acetate:... Starting materials: ClP(C1=CC(=C(C(=C1)C)OC)C)C1=CC(=C(C(=C1)C)OC)C (chlorobis(4-methoxy-3,5-dimethylphenyl)phosphine), OO (H2O2), BrC1=CC(=CC(=C1)OC)OC (1-Bromo-3,5-dimethoxybenzene), [Mg] (magnesium). The reagents and catalysts are II (I2). Solvent: C1CCOC1 (THF), O (water), C1CCOC1 (THF), C1CCOC1 (THF). Reaction conditions: time 0.5 hour. The product is COC=1C=C(C=C(C1)OC)P(C1=CC(=C(C(=C1)C)OC)C)(C1=CC(=C(C(=C1)C)OC)C)=O ((3,5-dimethoxyphenyl)bis(4-methoxy-3,5-dimethylphenyl)phosphine oxide). As a reaction SMILES: Br[C:2]1[CH:7]=[C:6]([O:8][CH3:9])[CH:5]=[C:4]([O:10][CH3:11])[CH:3]=1.[Mg].Cl[P:14]([C:25]1[CH:30]=[C:29]([CH3:31])[C:28]([O:32][CH3:33])=[C:27]([CH3:34])[CH:26]=1)[C:15]1[CH:20]=[C:19]([CH3:21])[C:18]([O:22][CH3:23])=[C:17]([CH3:24])[CH:16]=1.[OH:35]O>C1COCC1.II.O>[CH3:11][O:10][C:4]1[CH:3]=[C:2]([P:14](=[O:35])([C:25]2[CH:30]=[C:29]([CH3:31])[C:28]([O:32][CH3:33])=[C:27]([CH3:34])[CH:26]=2)[C:15]2[CH:20]=[C:19]([CH3:21])[C:18]([O:22][CH3:23])=[C:17]([CH3:24])[CH:16]=2)[CH:7]=[C:6]([O:8][CH3:9])[CH:5]=1. Procedure details: 1-Bromo-3,5-dimethoxybenzene (10 g, 46.1 mmol) in THF (60 ml) was added to a flask (250 ml) with magnesium (1.2 g, 49.9 mmol) and I2 (20 mg) in THF (40 ml) at 60° C. The mixture was refluxed for 2 h after the addition was completed. It was cooled to RT. The resulting light brown solution was transferred to another flask (250 ml). It was cooled to −78° C. and chlorobis(4-methoxy-3,5-dimethylphenyl)phosphine (16.8 g, 49.9 mmol) in THF (40 ml) was added dropwise at −78° C. within 1 h. The resulting... RXN SMILES: [NH2:1][C:2]1[CH:3]=[CH:4][C:5]2[CH:14]=[CH:13][C:12]3[NH:11][C:10](=[O:15])[C:9](=[O:16])[NH:8][C:7]=3[C:6]=2[CH:17]=1.[CH3:18][O:19][C:20]([C:22]1(OC)[CH2:26][CH2:25][CH:24](OC)O1)=[O:21]>>[CH3:18][O:19][C:20]([C:22]1[N:1]([C:2]2[CH:3]=[CH:4][C:5]3[CH:14]=[CH:13][C:12]4[NH:11][C:10](=[O:15])[C:9](=[O:16])[NH:8][C:7]=4[C:6]=3[CH:17]=2)[CH:24]=[CH:25][CH:26]=1)=[O:21]. Starting materials: NC=1C=CC2=C(C=3NC(C(NC3C=C2)=O)=O)C1 (9-aminobenzo[f]quinoxaline-2,3(1H,4H)-dione), COC(=O)C1(OC(CC1)OC)OC (2-methoxycarbonyl-2,5-dimethoxytetrahydrofuran). Product: COC(=O)C=1N(C=CC1)C=1C=CC2=C(C=3NC(C(NC3C=C2)=O)=O)C1 (9-(2-Methoxycarbonyl-1-pyrrolyl)benzo[f]quinoxaline-2,3(1H,4H)-dione). Procedure details: 8.8 mmol of 9-aminobenzo[f]quinoxaline-2,3(1H,4H)-dione were reacted with 8.8 mmol of 2-methoxycarbonyl-2,5-dimethoxytetrahydrofuran by the method of Example 5d.